This data is from the Open Reaction Database (ORD), a public repository of structured organic reaction records. The task is: describe an organic reaction: reactants, conditions, products, and yield Starting materials: C(C=C)(=O)O (acrylic acid), C(\C=C/C(=O)O)(=O)O (maleic acid), C12C3C(C(C=C1)C2)C(=O)OC3=O (5-norbornene-2,3-dicarboxylic acid anhydride), ferrous sulfate heptahydrate, S(=O)(=O)([O-])[O-] (sulfate), [OH-].[Na+] (sodium hydroxide), initiator, C(C=C)(=O)O (acrylic acid), [OH-].[Na+] (sodium hydroxide), S(=O)(=O)([O-])OOS(=O)(=O)[O-].[Na+].[Na+] (sodium persulfate), S(=O)(=O)([O-])S(=O)[O-].[Na+].[Na+] (sodium metabisulfite). Run in O (water), O (water), O (water), O (water), O (water). Conditions: temperature 95 celsius, time 2 minute. Yields the product S(=O)(=O)([O-])OOS(=O)(=O)[O-].[Na+].[Na+] (sodium persulfate), OO (hydrogen peroxide). RXN SMILES: C(O)(=O)/C=C\C(O)=O.C12CC(C=C1)C1C(OC(=O)C21)=O.S([O-])([O-])(=O)=O.[OH-].[Na+:27].C(O)(=O)C=C.[S:33]([O:37][O:38][S:39]([O-:42])(=[O:41])=[O:40])([O-:36])(=[O:35])=[O:34].[Na+].[Na+].S(S([O-])=O)([O-])(=O)=O.[Na+].[Na+]>O>[S:33]([O:37][O:38][S:39]([O-:42])(=[O:41])=[O:40])([O-:36])(=[O:35])=[O:34].[Na+:27].[Na+:27].[OH:37][OH:38] |f:3.4,6.7.8,9.10.11,13.14.15|. Reported procedure: To a half liter, 4-neck flask equipped with a mechanical stirrer, reflux condenser, thermometer, and inlets for the gradual addition of monomer and initiator solution was added 31.9 grams of deionized water, 25.52 grams of maleic acid 28.75 grams of 5-norbornene-2,3-dicarboxylic acid anhydride, 3.83 grams of a 0.15% aqueous ferrous sulfate heptahydrate solution, 0.83 grams of a 0.15% aqueous coppper sulfate solution and 55.51 grams of 50% by weight aqueous sodium hydroxide. The contents of the f...